From a dataset of the Open Reaction Database (ORD), a public repository of structured organic reaction records. describe an organic reaction: reactants, conditions, products, and yield The reactants are ClCCCl, COc1cc2nccc(Oc3ccc(N4CC(C(=O)O)CC4=O)cc3)c2cc1OC, CCOC(C)=O, Nc1ccccc1, CN(C)C=O, On1nnc2ccccc21. The product is COc1cc2nccc(Oc3ccc(N4CC(C(=O)Nc5ccccc5)CC4=O)cc3)c2cc1OC. As a reaction SMILES: [CH2:48]([Cl:49])[CH2:50][Cl:51].[CH3:1][O:2][c:3]1[cH:4][c:5]2[c:6]([O:15][c:16]3[cH:17][cH:18][c:19]([N:22]4[CH2:23][CH:24]([C:28](=[O:29])[OH:30])[CH2:25][C:26]4=[O:27])[cH:20][cH:21]3)[cH:7][cH:8][n:9][c:10]2[cH:11][c:12]1[O:13][CH3:14].[CH3:57][CH2:58][O:59][C:60]([CH3:61])=[O:62].[NH2:31][c:32]1[cH:33][cH:34][cH:35][cH:36][cH:37]1.[O:52]=[CH:53][N:54]([CH3:55])[CH3:56].[OH:38][n:39]1[c:40]2[c:41]([cH:42][cH:43][cH:44][cH:45]2)[n:46][n:47]1>>[CH3:1][O:2][c:3]1[cH:4][c:5]2[c:6]([O:15][c:16]3[cH:17][cH:18][c:19]([N:22]4[CH2:23][CH:24]([C:28](=[O:30])[NH:31][c:32]5[cH:33][cH:34][cH:35][cH:36][cH:37]5)[CH2:25][C:26]4=[O:27])[cH:20][cH:21]3)[cH:7][cH:8][n:9][c:10]2[cH:11][c:12]1[O:13][CH3:14]. Starting materials: ClC1=CC=C(C=C1)C(C=1C=CC(NC1)=O)C1=CC=C(C=C1)Cl (5-[bis-(4-chlorophenyl)-methyl]-2-pyridone), [OH-].[NH4+] (ammonium hydroxide), N1=C(C=C(C=C1)C)C (2,4-lutidine), P(=O)(Cl)(Cl)Cl (phosphorous oxychloride). Run at temperature 120 celsius. The product is ClC1=NC=C(C=C1)C(C1=CC=C(C=C1)Cl)C1=CC=C(C=C1)Cl (2-Chloro-5-[Bis-(4-Chlorophenyl)-Methyl]-Pyridine). RXN SMILES: [Cl:1][C:2]1[CH:7]=[CH:6][C:5]([CH:8]([C:16]2[CH:21]=[CH:20][C:19]([Cl:22])=[CH:18][CH:17]=2)[C:9]2[CH:10]=[CH:11][C:12](=O)[NH:13][CH:14]=2)=[CH:4][CH:3]=1.N1C=CC(C)=CC=1C.P(Cl)(Cl)([Cl:33])=O.[OH-].[NH4+]>>[Cl:33][C:12]1[CH:11]=[CH:10][C:9]([CH:8]([C:16]2[CH:21]=[CH:20][C:19]([Cl:22])=[CH:18][CH:17]=2)[C:5]2[CH:6]=[CH:7][C:2]([Cl:1])=[CH:3][CH:4]=2)=[CH:14][N:13]=1 |f:3.4|. Reported procedure: To a mixture of 35.2 g. (0.11 mole) of 5-[bis-(4-chlorophenyl)-methyl]-2-pyridone and 11.8 g. (0.11 mole) of 2,4-lutidine, add 50.6 g. (0.33 mole) of phosphorous oxychloride (dropwise) while heating the reaction mixture at 80°. Then, heat the reaction mixture at 120° C. for six hours. Pour the reaction mixture onto ice, basify with ammonium hydroxide, extract with benzene and remove both the benzene and residual 2,4-lutidine by distillation. Distill the residue at about 195°-210° C. (0.01 mm) to... Starting materials: C1(=CC=CC=C1)P(C1=CC=CC=C1)C1=CC=CC=C1 (triphenyl phospine), N(=[N+]=[N-])CCOCCOCCOCCN=[N+]=[N-] (1,11-Diazido-3,6,9-trioxa-undecane), [OH-].[NH4+] (ammonium hydroxide). Solvent: N1=CC=CC=C1 (pyridine). Conditions: time 45 minute. Product: NCCOCCOCCOCCN (1,11-Diamino-3,6,9-trioxa-undecane). RXN SMILES: [N:1]([CH2:4][CH2:5][O:6][CH2:7][CH2:8][O:9][CH2:10][CH2:11][O:12][CH2:13][CH2:14][N:15]=[N+]=[N-])=[N+]=[N-].C1(P(C2C=CC=CC=2)C2C=CC=CC=2)C=CC=CC=1.[OH-].[NH4+]>N1C=CC=CC=1>[NH2:15][CH2:14][CH2:13][O:12][CH2:11][CH2:10][O:9][CH2:8][CH2:7][O:6][CH2:5][CH2:4][NH2:1] |f:2.3|. Reported procedure: To a chilled, stirred solution of 24.4 g of Compound XIX in 250 ml pyridine was added 89 g of triphenyl phospine. Nitrogen bubbles evolved. The solution was stirred with ice cooling for 45 minutes and then allowed to warm to room temperature. After 45 minutes at room temperature 100 ml of concentrated ammonium hydroxide was added and the mixutre stirred overnight. The mixture was partitioned between 500 ml of 0.5N citric acid and 250 ml of ether. The aqueous phase was washed with ether (2×250 ml... The reactants are CN(CC(=O)N(C)C(CN1CCCC1)c1ccc(Br)cc1)c1ccc(Cl)c(Cl)c1, O=C([O-])[O-], C1COCCO1, CCOC(C)=O, OB(O)c1ccc(Cl)cc1, [Na+], [Na+], O. The product is CN(CC(=O)N(C)C(CN1CCCC1)c1ccc(-c2ccc(Cl)cc2)cc1)c1ccc(Cl)c(Cl)c1. As a reaction SMILES: [Br:1][c:2]1[cH:3][cH:4][c:5]([CH:8]([CH2:9][N:10]2[CH2:11][CH2:12][CH2:13][CH2:14]2)[N:15]([C:16]([CH2:17][N:18]([CH3:19])[c:20]2[cH:21][c:22]([Cl:27])[c:23]([Cl:26])[cH:24][cH:25]2)=[O:28])[CH3:29])[cH:6][cH:7]1.[C:40](=[O:41])([O-:42])[O-:43].[CH2:52]1[O:53][CH2:54][CH2:55][O:56][CH2:57]1.[CH3:46][CH2:47][O:48][C:49](=[O:50])[CH3:51].[Cl:30][c:31]1[cH:32][cH:33][c:34]([B:37]([OH:38])[OH:39])[cH:35][cH:36]1.[Na+:44].[Na+:45].[OH2:58]>>[c:2]1(-[c:34]2[cH:33][cH:32][c:31]([Cl:30])[cH:36][cH:35]2)[cH:3][cH:4][c:5]([CH:8]([CH2:9][N:10]2[CH2:11][CH2:12][CH2:13][CH2:14]2)[N:15]([C:16]([CH2:17][N:18]([CH3:19])[c:20]2[cH:21][c:22]([Cl:27])[c:23]([Cl:26])[cH:24][cH:25]2)=[O:28])[CH3:29])[cH:6][cH:7]1. The reactants are I(=O)(=O)(=O)[O-].[Na+] (sodium periodate), S(=S)(=O)([O-])[O-].[Na+].[Na+] (sodium thiosulfate), C(C=C)O[C@@H]1C[C@@H](CCC1)OCC1=C(C(=O)OC)C(=CC=C1)C (methyl 2-((1R,3S)-3-allyloxycyclohexyloxymethyl)-6-methylbenzoate), solution, C(C)(C)(C)O (tert-butanol). The reagents and catalysts are [Os](=O)(=O)(=O)=O (osmium tetroxide). Run in O (water), C(C)OCC (diethyl ether). Reaction conditions: temperature 0 celsius, time 3 hour. Product: CC1=C(C(=O)OC)C(=CC=C1)CO[C@H]1C[C@H](CCC1)OCC=O (Methyl 2-methyl-6-[(1R,3S)-3-(2-oxoethoxy)cyclohexyloxymethyl]benzoate). RXN SMILES: [CH2:1]([O:4][C@H:5]1[CH2:10][CH2:9][CH2:8][C@@H:7]([O:11][CH2:12][C:13]2[CH:22]=[CH:21][CH:20]=[C:19]([CH3:23])[C:14]=2[C:15]([O:17][CH3:18])=[O:16])[CH2:6]1)[CH:2]=C.I([O-])(=O)(=O)=[O:25].[Na+].C(O)(C)(C)C.S([O-])([O-])(=O)=S.[Na+].[Na+]>C(OCC)C.O.[Os](=O)(=O)(=O)=O>[CH3:23][C:19]1[CH:20]=[CH:21][CH:22]=[C:13]([CH2:12][O:11][C@@H:7]2[CH2:8][CH2:9][CH2:10][C@H:5]([O:4][CH2:1][CH:2]=[O:25])[CH2:6]2)[C:14]=1[C:15]([O:17][CH3:18])=[O:16] |f:1.2,4.5.6|. Reported procedure: 1.0 g of methyl 2-((1R,3S)-3-allyloxycyclohexyloxymethyl)-6-methylbenzoate is dissolved in 30 ml of diethyl ether, and 2.0 g of sodium periodate, dissolved in 30 ml of water, are added. At 0° C., 2 ml of a solution of 2.5% by weight of osmium tetroxide and tert-butanol are added. The reaction mixture is stirred vigorously for three hours. The mixture is then cooled to 0° C., and 50 ml of a saturated sodium thiosulfate solution are added. The organic phase is removed. The aqueous phase is extract...